This data is from the Open Reaction Database (ORD), a public repository of structured organic reaction records. The task is: describe an organic reaction: reactants, conditions, products, and yield Reactants: CCOC(C)=O, Cl, CCOC(=O)C(CN=[N+]=[N-])NC(=O)OC(C)(C)C. Product: Cl, CCOC(=O)C(N)CN=[N+]=[N-]. RXN SMILES: [CH3:20][CH2:21][O:22][C:23](=[O:24])[CH3:25].[ClH:19].[N:1](=[N+:2]=[N-:3])[CH2:4][CH:5]([C:6](=[O:7])[O:8][CH2:9][CH3:10])[NH:11][C:12]([O:13][C:14]([CH3:15])([CH3:16])[CH3:17])=[O:18]>>[ClH:19].[N:1](=[N+:2]=[N-:3])[CH2:4][CH:5]([C:6](=[O:7])[O:8][CH2:9][CH3:10])[NH2:11]. Reactants: N[C@@H](C)C(=O)N1[C@H](C(=O)O)CCC1 (L-alanyl-L-proline), C1(=CC=CC2=CC=CC=C12)S(=O)(=O)Cl (α-naphthalenesulfonylchloride), Cl (hydrochloric acid), O (Water). Run in [OH-].[Na+] (sodium hydroxide), [OH-].[Na+] (sodium hydroxide), O1CCOCC1 (dioxane), O1CCOCC1 (dioxane). Product: C1(=CC=CC2=CC=CC=C12)S(=O)(=O)N[C@@H](C)C(=O)N1[C@H](C(=O)O)CCC1 (N-α-naphthalenesulfonyl-L-alanyl-L-proline). Reaction SMILES: [NH2:1][C@H:2]([C:4]([N:6]1[CH2:13][CH2:12][CH2:11][C@H:7]1[C:8]([OH:10])=[O:9])=[O:5])[CH3:3].[C:14]1([S:24](Cl)(=[O:26])=[O:25])[C:23]2[C:18](=[CH:19][CH:20]=[CH:21][CH:22]=2)[CH:17]=[CH:16][CH:15]=1.O.Cl>[OH-].[Na+].O1CCOCC1>[C:14]1([S:24]([NH:1][C@H:2]([C:4]([N:6]2[CH2:13][CH2:12][CH2:11][C@H:7]2[C:8]([OH:10])=[O:9])=[O:5])[CH3:3])(=[O:26])=[O:25])[C:23]2[C:18](=[CH:19][CH:20]=[CH:21][CH:22]=2)[CH:17]=[CH:16][CH:15]=1 |f:4.5|. Procedure details: L-alanyl-L-proline (1.86 g, 10 mmole) was dissolved in 1N aqueous sodium hydroxide (10 ml)-dioxane (5 ml), and dioxane (5 ml) solution of α-naphthalenesulfonylchloride (2.26 g, 10 mmole) was added dropwise to the solution while cooling with ice and stirring while keeping pH value thereof to between 10 and 11 with 1N aqueous sodium hydroxide. After the addition, the mixture was stirred further for 2 hours at room temperature. Water (20 ml) was added thereto and the mixture thus obtained was washe... Starting materials: CC(C)CC(CC(C)C)=O (2,6-dimethyl-4-heptanone), BrC1=C(SC=C1)C=1SC=CC1 (3-Bromo-2,2′-bithiophene), C(CCC)[Li] (n-butyllithium). The solvent is C(C)OCC (diethylether), C(C)OCC (diethylether). Run at time 15 minute. Yields the product S1C(=C(C=C1)C(CC(C)C)(CC(C)C)O)C=1SC=CC1 (4-(2,2′-Bithiophene-3-yl)-2,6-dimethylheptan-4-ol). The yield is 18.1%. As a reaction SMILES: Br[C:2]1[CH:6]=[CH:5][S:4][C:3]=1[C:7]1[S:8][CH:9]=[CH:10][CH:11]=1.C([Li])CCC.[CH3:17][CH:18]([CH2:20][C:21](=[O:26])[CH2:22][CH:23]([CH3:25])[CH3:24])[CH3:19]>C(OCC)C>[S:4]1[CH:5]=[CH:6][C:2]([C:21]([OH:26])([CH2:22][CH:23]([CH3:25])[CH3:24])[CH2:20][CH:18]([CH3:19])[CH3:17])=[C:3]1[C:7]1[S:8][CH:9]=[CH:10][CH:11]=1. Reported procedure: 3-Bromo-2,2′-bithiophene (IIIa) (3.00 g, 12 mmol) in dry diethylether (100 mL) was added slowly to a solution of n-butyllithium (1.6 M in hexane, 7.50 mL, 12 mmol) in dry diethylether (100 mL) at −78° C. over 2 h under N2. The mixture was stirred for 15 minutes at the same temperature. Freshly distilled 2,6-dimethyl-4-heptanone (2.17 mL, 12 mmol) was added via a syringe to the mixture at −78° C., followed by stirring overnight at room temperature. The reaction was quenched with an aqueous NH4Cl-... Reported procedure: The product from Example 19A and adamantyl acetic acid were processed using a method similar to that described in Example 17C to afford the title compound. 1H NMR (400 MHz, DMSO-d6) δ ppm 1.54-1.76 (m, 12H) 1.96 (s, 3H) 2.05 (s, 2H) 7.92-8.20 (m, 3H) 8.37 (d, J=7.63 Hz, 1H) 11.20-11.50 (m, 1H); MS (ESI) m/z 372 (M+H)+. The reactants are NN1C(C2=CC=CC=C2C(=N1)Cl)=O (2-amino-4-chlorophthalazin-1(2H)-one), C12(CC3CC(CC(C1)C3)C2)CC(=O)O (adamantyl acetic acid). RXN SMILES: [NH2:1][N:2]1[N:11]=[C:10]([Cl:12])[C:9]2[C:4](=[CH:5][CH:6]=[CH:7][CH:8]=2)[C:3]1=[O:13].[C:14]12([CH2:24][C:25](O)=[O:26])[CH2:23][CH:18]3[CH2:19][CH:20]([CH2:22][CH:16]([CH2:17]3)[CH2:15]1)[CH2:21]2>>[C:14]12([CH2:24][C:25]([NH:1][N:2]3[N:11]=[C:10]([Cl:12])[C:9]4[C:4](=[CH:5][CH:6]=[CH:7][CH:8]=4)[C:3]3=[O:13])=[O:26])[CH2:21][CH:20]3[CH2:19][CH:18]([CH2:17][CH:16]([CH2:22]3)[CH2:15]1)[CH2:23]2. The product is C12(CC3CC(CC(C1)C3)C2)CC(=O)NN2C(C3=CC=CC=C3C(=N2)Cl)=O (2-(1-adamantyl)-N-(4-chloro-1-oxophthalazin-2(1H)-yl)acetamide). Reactants: C1(CCCCC1)/C(=C/C=O)/C1=CC=C(C=C1)OC ((Z)-3-cyclohexyl-3-(4-methoxyphenyl)-2-propenal), C(=O)(OC)C=P(C1=CC=CC=C1)(C1=CC=CC=C1)C1=CC=CC=C1 ((carbomethoxymethylene)triphenylphosphorane). Solvent: C(Cl)(Cl)(Cl)Cl (carbon tetrachloride), ClCCl (dichloromethane). Yields the product COC(\C=C\C=C(/C1=CC=C(C=C1)OC)\C1CCCCC1)=O ((2E,4Z)-5-cylcohexyl-5-(4-methoxyphenyl)-2,4-pentadienoic acid methyl ester). Yield: 63.5%. As a reaction SMILES: [CH:1]1(/[C:7](/[C:11]2[CH:16]=[CH:15][C:14]([O:17][CH3:18])=[CH:13][CH:12]=2)=[CH:8]/[CH:9]=O)[CH2:6][CH2:5][CH2:4][CH2:3][CH2:2]1.[C:19]([CH:23]=P(C1C=CC=CC=1)(C1C=CC=CC=1)C1C=CC=CC=1)([O:21][CH3:22])=[O:20]>C(Cl)(Cl)(Cl)Cl.ClCCl>[CH3:22][O:21][C:19](=[O:20])/[CH:23]=[CH:9]/[CH:8]=[C:7](/[CH:1]1[CH2:6][CH2:5][CH2:4][CH2:3][CH2:2]1)\[C:11]1[CH:16]=[CH:15][C:14]([O:17][CH3:18])=[CH:13][CH:12]=1. Procedure details: As in Example 99, (Z)-3-cyclohexyl-3-(4-methoxyphenyl)-2-propenal (7.3 g) was reacted with (carbomethoxymethylene)triphenylphosphorane (11 g) in carbon tetrachloride (40 mL) and dichloromethane (4 mL) overnight at room temperature. The crude ester, isolated in the normal fashion, was purified by HPLC (ether-hexane; 1:7) to yield 5.7 g of (2E,4Z)-5-cylcohexyl-5-(4-methoxyphenyl)-2,4-pentadienoic acid methyl ester. A portion was crystallized from hexane to give the analytical specimen, mp 70.5°-72... The reactants are ClC(Cl)(OC(OC(Cl)(Cl)Cl)=O)Cl (triphosgene), BrC=1C(=NC(=CC1C1=CC=C(C=C1)Cl)C)NN (3-bromo-4-(4-chlorophenyl)-2-hydrazinyl-6-methylpyridine). Run in C1CCOC1 (THF). Conditions: time 30 minute. Product: BrC=1C=2N(C(=CC1C1=CC=C(C=C1)Cl)C)C(NN2)=O (8-bromo-7-(4-chlorophenyl)-5-methyl-[1,2,4]triazolo[4,3-a]pyridin-3(2H)-one). Yield: 80.8%. As a reaction SMILES: Cl[C:2](Cl)([O:4]C(=O)OC(Cl)(Cl)Cl)Cl.[Br:13][C:14]1[C:15]([NH:28][NH2:29])=[N:16][C:17]([CH3:27])=[CH:18][C:19]=1[C:20]1[CH:25]=[CH:24][C:23]([Cl:26])=[CH:22][CH:21]=1>C1COCC1>[Br:13][C:14]1[C:15]2[N:16]([C:2](=[O:4])[NH:29][N:28]=2)[C:17]([CH3:27])=[CH:18][C:19]=1[C:20]1[CH:21]=[CH:22][C:23]([Cl:26])=[CH:24][CH:25]=1. Procedure details: To a solution of triphosgene (225 mg, 0.75 mmol) in anhydrous THF (2.5 mL) at 60° C. was added 3-bromo-4-(4-chlorophenyl)-2-hydrazinyl-6-methylpyridine (80 mg, 0.256 mmol) in small portions over 5 min. The resulting suspension was refluxed for 30 min. After cooling to room temperature, the reaction mixture was concentrated under reduced pressure to remove most of the THF. Water (5 mL) was added carefully to the remaining solution to destroy the excess triphosgene. The resulting aqueous suspensio...